This data is from the Open Reaction Database (ORD), a public repository of structured organic reaction records. The task is: describe an organic reaction: reactants, conditions, products, and yield Starting materials: C([O-])([O-])=O.[Cs+].[Cs+] (cesium carbonate), BrC=1C=C2CN(C(C2=C(C1)Cl)=O)CC1=CC=C(C=C1)OC(F)(F)F (5-Bromo-7-chloro-2-(4-trifluoromethoxy-benzyl)-2,3-dihydro-isoindol-1-one), COC1=CC=C(CO)C=C1 (4-methoxy-benzyl alcohol), C1(=CC=CC=C1)C (Toluene). Reagents/catalysts: C(C)(=O)[O-].[Pd+2].C(C)(=O)[O-] (Palladium acetate), C(C)(C)(C)P(C1=C(C2=CC=CC=C2C=C1)C1=CC=CC2=CC=CC=C12)C(C)(C)C (racemic-2-(di-t-butylphosphino)-1,1′-binaphthyl). Run in C(C)OCC (diethyl ether). Conditions: temperature 95 celsius. The product is EtOAc Hexanes, ClC=1C=C(C=C2CN(C(C12)=O)CC1=CC=C(C=C1)OC(F)(F)F)OCC1=CC=C(C=C1)OC (7-Chloro-5-(4-methoxy-benzyloxy)-2-(4-trifluoromethoxy-benzyl)-2,3-dihydro-isoindol-1-one). Isolated yield 36.8%. RXN SMILES: C(=O)([O-])[O-].[Cs+].[Cs+].C1(C)C=CC=CC=1.Br[C:15]1[CH:16]=[C:17]2[C:21](=[C:22]([Cl:24])[CH:23]=1)[C:20](=[O:25])[N:19]([CH2:26][C:27]1[CH:32]=[CH:31][C:30]([O:33][C:34]([F:37])([F:36])[F:35])=[CH:29][CH:28]=1)[CH2:18]2.[CH3:38][O:39][C:40]1[CH:47]=[CH:46][C:43]([CH2:44][OH:45])=[CH:42][CH:41]=1>C(OCC)C.C([O-])(=O)C.[Pd+2].C([O-])(=O)C.C(P(C(C)(C)C)C1C=CC2C(=CC=CC=2)C=1C1C2C(=CC=CC=2)C=CC=1)(C)(C)C>[Cl:24][C:22]1[CH:23]=[C:15]([O:45][CH2:44][C:43]2[CH:46]=[CH:47][C:40]([O:39][CH3:38])=[CH:41][CH:42]=2)[CH:16]=[C:17]2[C:21]=1[C:20](=[O:25])[N:19]([CH2:26][C:27]1[CH:32]=[CH:31][C:30]([O:33][C:34]([F:37])([F:36])[F:35])=[CH:29][CH:28]=1)[CH2:18]2 |f:0.1.2,7.8.9|. Procedure details: Palladium acetate (0.54 mg, 0.0024 mmol), racemic-2-(di-t-butylphosphino)-1,1′-binaphthyl (1.2 mg, 0.003 mmol), and cesium carbonate (58.6 mg, 0.18 mmol) were added to a vial and the vial was filled with Argon. Toluene (1.5 mL) was added and the vial was degassed with a pump and filled again with Argon. 5-Bromo-7-chloro-2-(4-trifluoromethoxy-benzyl)-2,3-dihydro-isoindol-1-one (50.0 mg, 0.12 mmol) and 4-methoxy-benzyl alcohol (33.2 mg, 0.24 mmol) were added and the mixture was stirred at 95° C. f... The reactants are CCOC(=O)c1cccc(N=C=O)c1, COc1ccc(Cn2ncc3c4c(cnc32)CNCC4)cc1, ClCCl, O. Reaction SMILES: [CH2:23]([CH3:24])[O:25][C:26]([c:27]1[cH:28][c:29]([N:33]=[C:34]=[O:35])[cH:30][cH:31][cH:32]1)=[O:36].[CH3:1][O:2][c:3]1[cH:4][cH:5][c:6]([CH2:7][n:8]2[n:9][cH:10][c:11]3[c:12]2[n:13][cH:14][c:15]2[c:20]3[CH2:19][CH2:18][NH:17][CH2:16]2)[cH:21][cH:22]1.[Cl:38][CH2:39][Cl:40].[OH2:37]>>[CH3:1][O:2][c:3]1[cH:4][cH:5][c:6]([CH2:7][n:8]2[n:9][cH:10][c:11]3[c:12]2[n:13][cH:14][c:15]2[c:20]3[CH2:19][CH2:18][N:17]([C:34]([NH:33][c:29]3[cH:28][c:27]([C:26]([O:25][CH2:23][CH3:24])=[O:36])[cH:32][cH:31][cH:30]3)=[O:35])[CH2:16]2)[cH:21][cH:22]1. Yields the product CCOC(=O)c1cccc(NC(=O)N2CCc3c(cnc4c3cnn4Cc3ccc(OC)cc3)C2)c1. The reactants are CO, CSc1ccc(CC(=O)O)cc1, C1CCOC1. The product is CSc1ccc(CCO)cc1. RXN SMILES: [CH3:13][OH:14].[CH3:1][S:2][c:3]1[cH:4][cH:5][c:6]([CH2:9][C:10](=[O:11])[OH:12])[cH:7][cH:8]1.[O:15]1[CH2:16][CH2:17][CH2:18][CH2:19]1>>[CH3:1][S:2][c:3]1[cH:4][cH:5][c:6]([CH2:9][CH2:10][OH:11])[cH:7][cH:8]1. The reactants are O (water), [Si](C)(C)(C(C)(C)C)O[C@@H]([C@@H](C(=O)OCC)CNCC1=CC=C(C=C1)OC)C (ethyl (2S*,3R*)-3-(t-butyldimethylsilyloxy)-2-(4-methoxybenzylaminomethyl)butanoate), C1(=C(C(=CC(=C1)C)C)[Mg]Br)C (mesitylmagnesium bromide). The solvent is O1CCCC1 (tetrahydrofuran), O1CCCC1 (tetrahydrofuran). Run at time 30 minute. Yields the product [Si](C)(C)(C(C)(C)C)O[C@H](C)[C@H]1C(N(C1)CC1=CC=C(C=C1)OC)=O ((3S*)-3-[(1R*)-1-(t-butyldimethylsilyloxy)ethyl]-1-(4-methoxybenzyl)azetidin-2-one). Isolated yield 90.5%. Reaction SMILES: [Si:1]([O:8][C@H:9]([CH3:27])[C@H:10]([CH2:16][NH:17][CH2:18][C:19]1[CH:24]=[CH:23][C:22]([O:25][CH3:26])=[CH:21][CH:20]=1)[C:11](OCC)=[O:12])([C:4]([CH3:7])([CH3:6])[CH3:5])([CH3:3])[CH3:2].C1(C)C=C(C)C=C(C)C=1[Mg]Br.O>O1CCCC1>[Si:1]([O:8][C@@H:9]([C@@H:10]1[CH2:16][N:17]([CH2:18][C:19]2[CH:24]=[CH:23][C:22]([O:25][CH3:26])=[CH:21][CH:20]=2)[C:11]1=[O:12])[CH3:27])([C:4]([CH3:7])([CH3:6])[CH3:5])([CH3:3])[CH3:2]. Reported procedure: To a solution of ethyl (2S*,3R*)-3-(t-butyldimethylsilyloxy)-2-(4-methoxybenzylaminomethyl)butanoate (6 g) in tetrahydrofuran (303 ml) was added dropwise a solution of mesitylmagnesium bromide (1M, 24.3 ml) in tetrahydrofuran at room temperature. After stirring for 30 minutes, water (10 ml) was added dropwise to the reaction mixture and the solvent was removed under reduced pressure. To the residue were added ethyl acetate and water, then the aqueous layer was separated and extracted twice with ... Reactants: Cc1nc(Cl)ccc1C(=O)Nc1ccc(Cl)c(-c2ccccn2)c1, [H-], [Na+], CN(C)C=O, c1cn[nH]c1. Yields the product Cc1nc(-n2cccn2)ccc1C(=O)Nc1ccc(Cl)c(-c2ccccn2)c1. RXN SMILES: [Cl:8][c:9]1[n:10][c:11]([CH3:31])[c:12]([C:13](=[O:14])[NH:15][c:16]2[cH:17][c:18](-[c:23]3[n:24][cH:25][cH:26][cH:27][cH:28]3)[c:19]([Cl:22])[cH:20][cH:21]2)[cH:29][cH:30]1.[H-:6].[Na+:7].[O:32]=[CH:33][N:34]([CH3:35])[CH3:36].[nH:1]1[n:2][cH:3][cH:4][cH:5]1>>[n:1]1(-[c:9]2[n:10][c:11]([CH3:31])[c:12]([C:13](=[O:14])[NH:15][c:16]3[cH:17][c:18](-[c:23]4[n:24][cH:25][cH:26][cH:27][cH:28]4)[c:19]([Cl:22])[cH:20][cH:21]3)[cH:29][cH:30]2)[n:2][cH:3][cH:4][cH:5]1. Reaction SMILES: [Na+:21].[OH-:20].[OH:13][OH:14].[OH:1][c:2]1[cH:3][cH:4][c:5]([N+:10](=[O:11])[O-:12])[c:6]([CH:7]=[O:8])[cH:9]1.[S:15]([OH:16])(=[O:17])(=[O:18])[OH:19]>>[OH:1][c:2]1[cH:3][cH:4][c:5]([N+:10](=[O:11])[O-:12])[c:6]([C:7](=[O:8])[OH:16])[cH:9]1. Reactants: [Na+], [OH-], OO, O=Cc1cc(O)ccc1[N+](=O)[O-], O=S(=O)(O)O. Yields the product O=C(O)c1cc(O)ccc1[N+](=O)[O-]. The reactants are CC(C)(C)OC(=O)N1CCOc2c(Br)cccc2C1, CO, Cc1ccccc1, [Na+], [Na+], O=C([O-])[O-], O, c1ccc(P(c2ccccc2)(c2ccccc2)[Pd](P(c2ccccc2)(c2ccccc2)c2ccccc2)(P(c2ccccc2)(c2ccccc2)c2ccccc2)P(c2ccccc2)(c2ccccc2)c2ccccc2)cc1, OB(O)c1ccsc1. Product: CC(C)(C)OC(=O)N1CCOc2c(cccc2-c2ccsc2)C1. As a reaction SMILES: [Br:1][c:2]1[cH:3][cH:4][cH:5][c:6]2[c:12]1[O:11][CH2:10][CH2:9][N:8]([C:13](=[O:14])[O:15][C:16]([CH3:17])([CH3:18])[CH3:19])[CH2:7]2.[CH3:29][OH:30].[CH3:37][c:38]1[cH:39][cH:40][cH:41][cH:42][cH:43]1.[Na+:31].[Na+:32].[O-:33][C:34](=[O:35])[O-:36].[OH2:28].[cH:44]1[cH:45][cH:46][c:47]([P:48]([Pd:49]([P:50]([c:51]2[cH:52][cH:53][cH:54][cH:55][cH:56]2)([c:57]2[cH:58][cH:59][cH:60][cH:61][cH:62]2)[c:63]2[cH:64][cH:65][cH:66][cH:67][cH:68]2)([P:69]([c:70]2[cH:71][cH:72][cH:73][cH:74][cH:75]2)([c:76]2[cH:77][cH:78][cH:79][cH:80][cH:81]2)[c:82]2[cH:83][cH:84][cH:85][cH:86][cH:87]2)[P:88]([c:89]2[cH:90][cH:91][cH:92][cH:93][cH:94]2)([c:95]2[cH:96][cH:97][cH:98][cH:99][cH:100]2)[c:101]2[cH:102][cH:103][cH:104][cH:105][cH:106]2)([c:107]2[cH:108][cH:109][cH:110][cH:111][cH:112]2)[c:113]2[cH:114][cH:115][cH:116][cH:117][cH:118]2)[cH:119][cH:120]1.[s:20]1[cH:21][c:22]([B:25]([OH:26])[OH:27])[cH:23][cH:24]1>>[c:2]1(-[c:22]2[cH:21][s:20][cH:24][cH:23]2)[cH:3][cH:4][cH:5][c:6]2[c:12]1[O:11][CH2:10][CH2:9][N:8]([C:13](=[O:14])[O:15][C:16]([CH3:17])([CH3:18])[CH3:19])[CH2:7]2. Starting materials: C=1C=C[N+](=C(C1)S)[O-].C(C(=C)C)(=O)[O-] (pyrithione methacrylate), CC(C)(C#N)N=NC(C)(C)C#N (AIBN). Run in C(Cl)Cl (methylene chloride). Reaction conditions: time 16 hour. Yields the product C=1C=C[N+](=C(C1)S)[O-].C(C(=C)C)(=O)[O-].C(C(=C)C)(=O)OC (Pyrithione Methacrylate Methyl Methacrylate). The yield is 2791.6%. Reaction SMILES: [CH:1]1[CH:2]=[CH:3][N+:4]([O-:8])=[C:5]([SH:7])[CH:6]=1.[C:9]([O-:14])(=[O:13])[C:10]([CH3:12])=[CH2:11].[CH3:15]C(N=NC(C#N)(C)C)(C#N)C>C(Cl)Cl>[CH:1]1[CH:2]=[CH:3][N+:4]([O-:8])=[C:5]([SH:7])[CH:6]=1.[C:9]([O-:14])(=[O:13])[C:10]([CH3:12])=[CH2:11].[C:9]([O:14][CH3:15])(=[O:13])[C:10]([CH3:12])=[CH2:11] |f:0.1,4.5.6|. Reported procedure: A 6-ml flask was charged with 0.097 g of pyrithione methacrylate (0.5 mmole), 2.60 ml of methyl nethacrylate (24.5 mmole) and 0.083 g of AIBN (0.5 mmole). The flask was sealed and placed in an oven at 80° C. for 16 hours. After cooling to room temperature, the product was diluted with 15 ml of methylene chloride and filtered. The solution was concentrated via roto-evaporation and 2.18 g of the desired product was isolated as a white polymeric material for an 85.5% yield. The structure was confir... Reactants: C(C)OC1=CC2=C(NC(=N2)C2=NN(C=C2[N+](=O)[O-])C2OCCCC2)C=C1CC (5-ethoxy-6-ethyl-2-[4-nitro-1-(tetrahydropyran-2-yl)-1H-pyrazol-3yl]-1H-benzoimidazole). Reagents/catalysts: [Pd] (palladium on carbon). The solvent is C(C)O (ethanol). Conditions: time 4 day. The product is C(C)OC1=CC2=C(NC(=N2)C2=NN(C=C2N)C2OCCCC2)C=C1CC (3-(5-ethoxy-6-ethyl-1H-benzoimidazol-2-yl)-1-(tetrahydropyran-2-yl)-1H-pyrazol-4-ylamine). Isolated yield 40.7%. As a reaction SMILES: [CH2:1]([O:3][C:4]1[C:26]([CH2:27][CH3:28])=[CH:25][C:7]2[NH:8][C:9]([C:11]3[C:15]([N+:16]([O-])=O)=[CH:14][N:13]([CH:19]4[CH2:24][CH2:23][CH2:22][CH2:21][O:20]4)[N:12]=3)=[N:10][C:6]=2[CH:5]=1)[CH3:2]>C(O)C.[Pd]>[CH2:1]([O:3][C:4]1[C:26]([CH2:27][CH3:28])=[CH:25][C:7]2[NH:8][C:9]([C:11]3[C:15]([NH2:16])=[CH:14][N:13]([CH:19]4[CH2:24][CH2:23][CH2:22][CH2:21][O:20]4)[N:12]=3)=[N:10][C:6]=2[CH:5]=1)[CH3:2]. Reported procedure: A solution of 5-ethoxy-6-ethyl-2-[4-nitro-1-(tetrahydropyran-2-yl)-1H-pyrazol-3yl]-1H-benzoimidazole [0.8 g, Reference Example 50(a)] in ethanol (100 mL) was treated with palladium on carbon (0.1 g, 10%) and mixture was hydrogenated at atmospheric pressure (balloon) for 4 days. The catalyst was filtered off, the filtrate was evaporated and the residue was chromatographed on silica gel (ethyl acetate with gradient of 0-10% methanol) to give 3-(5-ethoxy-6-ethyl-1H-benzoimidazol-2-yl)-1-(tetrahydro...